Dataset: the Open Reaction Database (ORD), a public repository of structured organic reaction records. Task: describe an organic reaction: reactants, conditions, products, and yield The reactants are CCOP(=O)(CC#N)OCC, CC(=O)[O-], CC(=O)O, Cc1ccccc1, [NH4+], O=CC1CCOCC1. The product is CCOP(=O)(OCC)C(C#N)=CC1CCOCC1. Reaction SMILES: [C:1](#[N:2])[CH2:3][P:4]([O:5][CH2:6][CH3:7])([O:8][CH2:9][CH3:10])=[O:11].[CH3:13][C:14](=[O:15])[O-:16].[CH3:17][C:18](=[O:19])[OH:20].[CH3:29][c:30]1[cH:31][cH:32][cH:33][cH:34][cH:35]1.[NH4+:12].[O:21]1[CH2:22][CH2:23][CH:24]([CH:27]=[O:28])[CH2:25][CH2:26]1>>[C:1](#[N:2])[C:3]([P:4]([O:5][CH2:6][CH3:7])([O:8][CH2:9][CH3:10])=[O:11])=[CH:27][CH:24]1[CH2:23][CH2:22][O:21][CH2:26][CH2:25]1. The reactants are NC1=C(C=C(C=C1)N1CCN(CC1)C(=O)OC(C)(C)C)NS(=O)(=O)C1=CC=CC=C1 (N-{2-amino-5-(4-t-butyloxycarbonyl-piperazinyl)-phenyl}benzenesulfonamide), S(=O)(=O)(C1=CC=CC=2C(N(C)C)=CC=CC12)Cl (dansylchloride). Product: CN(C1=C2C=CC=C(C2=CC=C1)S(=O)(=O)NC1=C(C=C(C=C1)N1CCNCC1)NS(=O)(=O)C1=CC=CC=C1)C (5-(Dimethylamino)-N-{4-(1-piperazinyl)-2-[(phenylsulfonyl)amino]phenyl}-1-naphthalenesulfonamide), purple solid. Reaction SMILES: [NH2:1][C:2]1[CH:7]=[CH:6][C:5]([N:8]2[CH2:13][CH2:12][N:11](C(OC(C)(C)C)=O)[CH2:10][CH2:9]2)=[CH:4][C:3]=1[NH:21][S:22]([C:25]1[CH:30]=[CH:29][CH:28]=[CH:27][CH:26]=1)(=[O:24])=[O:23].[S:31](Cl)([C:34]1[C:46]2[CH:45]=[CH:44][CH:43]=[C:39]([N:40]([CH3:42])[CH3:41])[C:38]=2[CH:37]=[CH:36][CH:35]=1)(=[O:33])=[O:32]>>[CH3:41][N:40]([CH3:42])[C:39]1[CH:43]=[CH:44][CH:45]=[C:46]2[C:38]=1[CH:37]=[CH:36][CH:35]=[C:34]2[S:31]([NH:1][C:2]1[CH:7]=[CH:6][C:5]([N:8]2[CH2:9][CH2:10][NH:11][CH2:12][CH2:13]2)=[CH:4][C:3]=1[NH:21][S:22]([C:25]1[CH:30]=[CH:29][CH:28]=[CH:27][CH:26]=1)(=[O:23])=[O:24])(=[O:33])=[O:32]. Procedure details: 5-(Dimethylamino)-N-{4-(1-piperazinyl)-2-[(phenylsulfonyl)amino]phenyl}-1-naphthalenesulfonamide was synthesized from N-{2-amino-5-(4-t-butyloxycarbonyl-piperazinyl)-phenyl}benzenesulfonamide and dansylchloride (64 mg, 0.239 mmol) according to general method 3 to give 60 mg of a purple solid. MS (posES-FIA) m/z=Found: 566.3; Calcd: 566.18; 1H NMR δ 8.84 (d, 1H), 8.60 (d, 1H), 8.08 (d, 2H), 7.84-7.47 (m, 7H), 6.70 (d, 1H), 6.56-6.53 (m, 1H), 6.41-6.37 (m, 1H), 3.46 (s, 6H), 3.25-3.12 (m, 8H). Reactants: ClC=1C=C2C=C(NC2=C(C1)N)C1=CC=CC=C1 ([5-Chloro-2-phenyl-1H-indol-7-yl]amine), COC(=O)C1CCC(CC1)=O (4-oxo-cyclohexane-1-carboxylic acid methyl ester). Yields the product ClC=1C=C2C=C(NC2=C(C1)NC1CCC(CC1)C(=O)O)C1=CC=CC=C1 (4-(5-Chloro-2-phenyl-1H-indol-7-yl)amino-cyclohexane-1-carboxylic acid). RXN SMILES: [Cl:1][C:2]1[CH:3]=[C:4]2[C:8](=[C:9]([NH2:11])[CH:10]=1)[NH:7][C:6]([C:12]1[CH:17]=[CH:16][CH:15]=[CH:14][CH:13]=1)=[CH:5]2.C[O:19][C:20]([CH:22]1[CH2:27][CH2:26][C:25](=O)[CH2:24][CH2:23]1)=[O:21]>>[Cl:1][C:2]1[CH:3]=[C:4]2[C:8](=[C:9]([NH:11][CH:25]3[CH2:26][CH2:27][CH:22]([C:20]([OH:21])=[O:19])[CH2:23][CH2:24]3)[CH:10]=1)[NH:7][C:6]([C:12]1[CH:17]=[CH:16][CH:15]=[CH:14][CH:13]=1)=[CH:5]2. Procedure details: 7-Amino-5-chloro-2-phenyl-1H-indole prepared in Example 3 and 4-oxo-cyclohexane-1-carboxylic acid methyl ester were reacted according to the same procedures as Step B of Example 1 and Example 30 sequentially to give the title compound.